From a dataset of the Open Reaction Database (ORD), a public repository of structured organic reaction records. describe an organic reaction: reactants, conditions, products, and yield The reactants are compound ( 25 ), ClC1=CC=C(C(=O)[C@]2([C@H](O[C@@H]([C@]2(O)C(C2=CC=C(C=C2)Cl)=O)COC(C2=CC=C(C=C2)Cl)=O)Cl)O)C=C1 (2,3,5-O-tris(4-chlorobenzoyl)-α-D-arabinofuranosyl chloride), C(CCC)N(CCCC)CCCC (tri-n-butylamine), C(CCC)N(CCCC)CCCC (tri-n-butylamine), 4A, P(O)(O)(O)=O (orthophosphoric acid), C(C(C)C)C(=O)C (methyl isobutyl ketone). Conditions: temperature 5 celsius, time 1 hour. Product: C1(CCCCC1)NC1CCCCC1 (dicyclohexylamine), compound ( 25 ). The yield is 70.5%. As a reaction SMILES: P(=O)(O)(O)O.C([N:10]([CH2:15][CH2:16][CH2:17][CH3:18])[CH2:11][CH2:12][CH2:13][CH3:14])CCC.Cl[C:20]1C=CC(C([C@]2(O)[C@](C(=O)C3C=CC(Cl)=CC=3)(O)[C@@H](COC(=O)C3C=CC(Cl)=CC=3)O[C@@H]2Cl)=O)=C[CH:21]=1.[CH2:56](C(C)=O)[CH:57](C)C>>[CH:15]1([NH:10][CH:11]2[CH2:12][CH2:13][CH2:14][CH2:57][CH2:56]2)[CH2:16][CH2:17][CH2:18][CH2:21][CH2:20]1. Procedure details: To a mixture of 3.3 g of orthophosphoric acid in 67 mL of methyl isobutyl ketone were added 2.1 g of tri-n-butylamine and 6.6 g of molecular sieves 4A, and the mixture was cooled to 5° C. with stirring. To the mixture was added 6.6 g of 2,3,5-O-tris(4-chlorobenzoyl)-α-D-arabinofuranosyl chloride. After 1 hour, precipitation of crystals initiated and then a thick suspension was provided. After 8 hours, the ratio of α-form/β-form for compound (25) in the reaction suspension was 10:1. To the suspen... Starting materials: N1=CC(=CC=C1)C=CCCOC1OCCCC1 (2-[4-(3-pyridyl)but-3-enoxy]tetrahydropyran), Cl (hydrochloric acid). The reagents and catalysts are [Pd] (palladium on carbon). Run in CO.O (methanol water). The product is N1=CC(=CC=C1)CCCCO (4-(3-pyridyl)but-Anol). The yield is 241.5%. As a reaction SMILES: [N:1]1[CH:6]=[CH:5][CH:4]=[C:3]([CH:7]=[CH:8][CH2:9][CH2:10][O:11]C2CCCCO2)[CH:2]=1.Cl>CO.O.[Pd]>[N:1]1[CH:6]=[CH:5][CH:4]=[C:3]([CH2:7][CH2:8][CH2:9][CH2:10][OH:11])[CH:2]=1 |f:2.3|. Procedure details: 10 g (43 mmol) of 2-[4-(3-pyridyl)but-3-enoxy]tetrahydropyran in 200 ml of methanol/water 1:1 (v/v) is acidified by 2N hydrochloric acid and hydrogenated for 16 hours over 2 g 10% palladium on carbon. After filtration, the solvent is removed, the remaining residue is neutralized by saturated aqueous bicarbonate, and the product is extraced with several portions of ether. Purification of the crude product by column chromatography on silica gel yields 15.7 g (87%) of 4-(3-pyridyl)but-Anol as colou... Reactants: CC1=NN2C(C=CC=C2C)=C1C(=O)OCC (ethyl 2,7-dimethylpyrazolo[1,5-a]pyridine-3-carboxylate), [OH-].[Na+] (NaOH). Run in C(C)O (ethanol). Reaction conditions: temperature 100 celsius, time 8 hour. Product: CC1=NN2C(C=CC=C2C)=C1C(=O)O (2,7-dimethylpyrazolo[1,5-a]pyridine-3-carboxylic acid). Reaction SMILES: [CH3:1][C:2]1[C:11]([C:12]([O:14]CC)=[O:13])=[C:5]2[CH:6]=[CH:7][CH:8]=[C:9]([CH3:10])[N:4]2[N:3]=1.[OH-].[Na+]>C(O)C>[CH3:1][C:2]1[C:11]([C:12]([OH:14])=[O:13])=[C:5]2[CH:6]=[CH:7][CH:8]=[C:9]([CH3:10])[N:4]2[N:3]=1 |f:1.2|. Procedure: To 1.00 g (4.6 mmol) of ethyl 2,7-dimethylpyrazolo[1,5-a]pyridine-3-carboxylate prepared in accordance with the procedure disclosed in "YAKUGAKU ZASSHI", 91(11), 1154-1157 (1971), 5 ml of 3N aq. NaOH solution and 2 ml of ethanol were added, followed by stirring at 100° C. for 8 hours. After the reaction, the solvents were distilled off, and the residue was dissolved in water and then washed with benzene. The aqueous layer was made acidic with concentrated hydrochloric acid. Crystals precipitated... Reactants: CC(=O)c1ccc(NS(C)(=O)=O)c(Sc2ccc(F)cc2F)c1, O=C(OO)c1cccc(Cl)c1, ClCCl. Product: CC(=O)c1ccc(NS(C)(=O)=O)c(S(=O)c2ccc(F)cc2F)c1. RXN SMILES: [C:12]([CH3:13])(=[O:14])[c:15]1[cH:16][c:17]([S:26][c:27]2[c:28]([F:34])[cH:29][c:30]([F:33])[cH:31][cH:32]2)[c:18]([NH:19][S:20](=[O:21])(=[O:22])[CH3:23])[cH:24][cH:25]1.[Cl:1][c:2]1[cH:3][cH:4][cH:5][c:6]([C:7]([O:8][OH:10])=[O:9])[cH:11]1.[Cl:35][CH2:36][Cl:37]>>[O:9]=[S:26]([c:17]1[cH:16][c:15]([C:12]([CH3:13])=[O:14])[cH:25][cH:24][c:18]1[NH:19][S:20](=[O:21])(=[O:22])[CH3:23])[c:27]1[c:28]([F:34])[cH:29][c:30]([F:33])[cH:31][cH:32]1. The reactants are O=O (oxygen), C(CCCCCCC)OC1=CC(=C(C=C1)C1=NC=C(C=C1)C)F (2-(4-octyloxy-2-fluorophenyl)-5-methylpyridine), BrCCCCCCCC (1-bromooctane), [Li+].CC(C)[N-]C(C)C (LDA). The solvent is C1CCOC1 (THF), C1CCOC1 (THF), CN1CCCN(C1=O)C (DMPU). The product is C(CCCCCCC)OC1=CC(=C(C=C1)C1=NC=C(C=C1)CCCCCCCCC)F (2-(4-octyloxy-2-fluorophenyl)-5-nonylpyridine). Reaction SMILES: O=O.[CH2:3]([O:11][C:12]1[CH:17]=[CH:16][C:15]([C:18]2[CH:23]=[CH:22][C:21]([CH3:24])=[CH:20][N:19]=2)=[C:14]([F:25])[CH:13]=1)[CH2:4][CH2:5][CH2:6][CH2:7][CH2:8][CH2:9][CH3:10].Br[CH2:27][CH2:28][CH2:29][CH2:30][CH2:31][CH2:32][CH2:33][CH3:34].[Li+].CC([N-]C(C)C)C>C1COCC1.CN1C(=O)N(C)CCC1>[CH2:3]([O:11][C:12]1[CH:17]=[CH:16][C:15]([C:18]2[CH:23]=[CH:22][C:21]([CH2:24][CH2:27][CH2:28][CH2:29][CH2:30][CH2:31][CH2:32][CH2:33][CH3:34])=[CH:20][N:19]=2)=[C:14]([F:25])[CH:13]=1)[CH2:4][CH2:5][CH2:6][CH2:7][CH2:8][CH2:9][CH3:10] |f:3.4|. Reported procedure: With atmospheric oxygen and moisture being excluded, 7.9 mmol of 2-(4-octyloxy-2-fluorophenyl)-5-methylpyridine dissolved in THF and, about 15 minutes later, 8.7 mmol of 1-bromooctane are added at -70° C. to a solution of 8.7 mmol LDA (prepared from BuLi and diisopropylamine) in THF in the presence of 1.04 ml of DMPU. The reaction mixture is allowed to heat up to room temperature, stirring is continued for a further hour and working up is carried out as usual. Starting materials: Cl[Sn]Cl (SnCl2), N1(CCCC1)C(=C)C=1C=NC=CC1 (3-(1-pyrrolidinylvinyl)pyridine), C(C)(=O)C=1C=NC=CC1 (3-acetylpyridine), N1CCCC1 (pyrrolidine), CC1=NC(=C(C(=N1)Cl)[N+](=O)[O-])Cl (2-methyl-4,6-dichloro-5-nitropyrimidine), C(C)(C)N(C(C)C)CC (N,N-diisopropylethylamine), N1CCCCC1 (piperidine), Cl[Sn]Cl (SnCl2). Reagents/catalysts: Cl[Ti](Cl)(Cl)Cl (TiCl4). Run in CN(C)C=O (DMF), CCN(CC)CC (NEt3). Reaction conditions: temperature 140 celsius, time 0.5 hour. The product is CC1NCCC(C1)C1=NC=C2C(N1)=CC(=N2)C=2C=NC=CC2 (2-methyl-4-piperidyl-6-(3-pyridyl)pyrrolo[3,2-d]pyrimidine). The yield is 3.0%. RXN SMILES: [N:1]1([C:6]([C:8]2[CH:9]=[N:10][CH:11]=[CH:12][CH:13]=2)=[CH2:7])[CH2:5][CH2:4]CC1.C(C1C=NC=CC=1)(=O)C.N1CCCC1.[CH3:28][C:29]1[N:34]=C(Cl)C([N+]([O-])=O)=[C:31](Cl)[N:30]=1.C([N:43]([CH2:47][CH3:48])[CH:44]([CH3:46])[CH3:45])(C)C.N1CCCCC1.Cl[Sn]Cl>CN(C=O)C.Cl[Ti](Cl)(Cl)Cl.CCN(CC)CC>[CH3:46][CH:44]1[CH2:45][CH:28]([C:29]2[NH:34][C:4]3=[CH:7][C:6]([C:8]4[CH:9]=[N:10][CH:11]=[CH:12][CH:13]=4)=[N:1][C:5]3=[CH:31][N:30]=2)[CH2:48][CH2:47][NH:43]1. Reported procedure: Using the method described in Example 30 by employing 3-(1-pyrrolidinylvinyl)pyridine (freshly prepared before use from 3-acetylpyridine (Aldrich Chemical Company), pyrrolidine and TiCl4 (1.95 g, 11.2 mmol), 2-methyl-4,6-dichloro-5-nitropyrimidine (Example 76(b)) (2.32 g, 11.2 mmol), N,N-diisopropylethylamine (2.0 mL, 11.2 mmol), piperidine (1.8 mL, 17.9 mmol), NEt3 (2.5 mL) and SnCl2 (34 mL of a 2 M soln in DMF). In this example the SnCl2 solution was added to the reaction mixture at 140° C. Th...